Task: describe an organic reaction: reactants, conditions, products, and yield. Dataset: the Open Reaction Database (ORD), a public repository of structured organic reaction records The yield is 94.7%. Starting materials: N1([C@@H](CCC1=O)C(=O)N[C@@H](CC1CCCCC1)C(=O)N1[C@H](C(=O)N)CCC1)C(=O)OCC1=CC=CC=C1 (Z-Glp-Cha-Pro-NH2). The reagents and catalysts are [Pd] (palladium-on-carbon). The solvent is C(C)O (ethanol). RXN SMILES: [N:1]1(C(OCC2C=CC=CC=2)=O)[C:5](=[O:6])[CH2:4][CH2:3][C@H:2]1[C:7]([NH:9][C@H:10]([C:18]([N:20]1[CH2:27][CH2:26][CH2:25][C@H:21]1[C:22]([NH2:24])=[O:23])=[O:19])[CH2:11][CH:12]1[CH2:17][CH2:16][CH2:15][CH2:14][CH2:13]1)=[O:8]>C(O)C.[Pd]>[NH:1]1[C:5](=[O:6])[CH2:4][CH2:3][C@H:2]1[C:7]([NH:9][C@H:10]([C:18]([N:20]1[CH2:27][CH2:26][CH2:25][C@H:21]1[C:22]([NH2:24])=[O:23])=[O:19])[CH2:11][CH:12]1[CH2:17][CH2:16][CH2:15][CH2:14][CH2:13]1)=[O:8]. The product is N1[C@@H](CCC1=O)C(=O)N[C@@H](CC1CCCCC1)C(=O)N1[C@H](C(=O)N)CCC1 (Glp-Cha-Pro-NH2). Reported procedure: 3.07 g (6 mmoles) of Z-Glp-Cha-Pro-NH2 are dissolved in 60 ml of ethanol, 0.6 g of a 10% palladium-on-carbon catalyst are added, and hydrogen is bubbled through the mixture for 2 hours. The catalyst is filtered off, the filtrate is evaporated, and the residue is triturated with ether. 2.15 g (95%) of Glp-Cha-Pro-NH2 are obtained as an amorphous solid; Rf4 =0.50, [α]D25 =-70.9° (c=1%, in acetic acid).